Dataset: the Open Reaction Database (ORD), a public repository of structured organic reaction records. Task: describe an organic reaction: reactants, conditions, products, and yield The reactants are C1CCOC1, Oc1ccon1, O=C1OC(CO)CN1c1cc(Br)ccn1. Yields the product O=C1OC(COc2ccon2)CN1c1cc(Br)ccn1. Reaction SMILES: [CH2:22]1[O:23][CH2:24][CH2:25][CH2:26]1.[OH:16][c:17]1[n:18][o:19][cH:20][cH:21]1.[OH:1][CH2:2][CH:3]1[CH2:4][N:5]([c:9]2[n:10][cH:11][cH:12][c:13]([Br:15])[cH:14]2)[C:6](=[O:8])[O:7]1>>[O:1]([CH2:2][CH:3]1[CH2:4][N:5]([c:9]2[n:10][cH:11][cH:12][c:13]([Br:15])[cH:14]2)[C:6](=[O:8])[O:7]1)[c:17]1[n:18][o:19][cH:20][cH:21]1. Starting materials: CC1=CC=C(C=C1)S(=O)(=O)OC[C@@H]1C[C@@H](CC1)NC(=O)OC(C)(C)C (((1S,3R)-3-(tert-butoxycarbonylamino)cyclopentyl)methyl 4-methylbenzenesulfonate), C([O-])([O-])=O.[K+].[K+] (potassium carbonate), N1CCOCC1 (morpholine). Solvent: C(Cl)Cl (DCM). Run at temperature 0 celsius. The product is O1CCN(CC1)C[C@@H]1C[C@@H](CC1)NC(OC(C)(C)C)=O (tert-butyl (1R,3S)-3-(morpholinomethyl)cyclopentylcarbamate). As a reaction SMILES: CC1C=CC(S(O[CH2:12][C@H:13]2[CH2:17][CH2:16][C@@H:15]([NH:18][C:19]([O:21][C:22]([CH3:25])([CH3:24])[CH3:23])=[O:20])[CH2:14]2)(=O)=O)=CC=1.C(=O)([O-])[O-].[K+].[K+].[NH:32]1[CH2:37][CH2:36][O:35][CH2:34][CH2:33]1>C(Cl)Cl>[O:35]1[CH2:36][CH2:37][N:32]([CH2:12][C@H:13]2[CH2:17][CH2:16][C@@H:15]([NH:18][C:19](=[O:20])[O:21][C:22]([CH3:23])([CH3:24])[CH3:25])[CH2:14]2)[CH2:33][CH2:34]1 |f:1.2.3|. Procedure details: To a stirred solution of ((1S,3R)-3-(tert-butoxycarbonylamino)cyclopentyl)methyl 4-methylbenzenesulfonate (step 3, about 0.5 g) in DCM (50 ml), potassium carbonate (about 0.3 g) was added at room temperature and cooled to about 0° C. After ten minutes, morpholine (1 ml) was added and stirred the reaction at room temperature for about 6 hours. Completion of the reaction was monitored by TLC. The reaction mixture was neutralized and extracted with DCM, the organic layer was dried over Na2SO4 and c... The reactants are C(C)OC(=O)C1(CC2=CC=CC=C2C1)NC(C1=C(C(=CC=C1N)C)C=C(C)C)=O (2-[6-Amino-3-methyl-2-(2-methyl-propenyl)-benzoylamino]-indan-2-carboxylic acid ethyl ester), [OH-].[K+] (KOH), O (water). Yields the product NC1=CC=C(C(=C1C(=O)NC1(CC2=CC=CC=C2C1)C(=O)O)C=C(C)C)C (2-[6-Amino-3-methyl-2-(2-methyl-propenyl)-benzoylamino]-indan-2-carboxylic acid). Procedure: The mixture (224) and KOH (500 mg, 8.9 mmol) is dissolved in EtOH (8 mL) and water (1 mL) under a water bath. The water bath is removed when KOH is completely dissolved and the resulting reaction solution is stirred at RT for 4 h. After concentration in vacuo, the residue is dissolved in water (20 mL) and acidified with conc. HCl until no more white precipitate formed. After the filtration, the crude solid is purified by HPLC to give 48 mg brown solid (225). RXN SMILES: C([O:3][C:4]([C:6]1([NH:15][C:16](=[O:29])[C:17]2[C:22]([NH2:23])=[CH:21][CH:20]=[C:19]([CH3:24])[C:18]=2[CH:25]=[C:26]([CH3:28])[CH3:27])[CH2:14][C:13]2[C:8](=[CH:9][CH:10]=[CH:11][CH:12]=2)[CH2:7]1)=[O:5])C.[OH-].[K+].O>CCO>[NH2:23][C:22]1[C:17]([C:16]([NH:15][C:6]2([C:4]([OH:5])=[O:3])[CH2:7][C:8]3[C:13](=[CH:12][CH:11]=[CH:10][CH:9]=3)[CH2:14]2)=[O:29])=[C:18]([CH:25]=[C:26]([CH3:27])[CH3:28])[C:19]([CH3:24])=[CH:20][CH:21]=1 |f:1.2|. Solvent: CCO (EtOH). Conditions: time 4 hour. Reactants: ClC1=NC(=NC(=C1)C)C1=NC=CC=C1 (4-chloro-6-methyl-2-(2-pyridinyl)pyrimidine), NC=1C=C(C=CC1)C(F)(F)F (3-aminobenzotrifluoride). Product: FC(C=1C=C(NC2=NC(=NC(=C2)C)C2=NC=CC=C2)C=CC1)(F)F (4-(3-Trifluoromethylanilino)-6-methyl-2-(2-pyridinyl)pyrimidine), solid. Yield: 93.0%. Reaction SMILES: Cl[C:2]1[CH:7]=[C:6]([CH3:8])[N:5]=[C:4]([C:9]2[CH:14]=[CH:13][CH:12]=[CH:11][N:10]=2)[N:3]=1.[NH2:15][C:16]1[CH:17]=[C:18]([C:22]([F:25])([F:24])[F:23])[CH:19]=[CH:20][CH:21]=1>>[F:23][C:22]([F:24])([F:25])[C:18]1[CH:17]=[C:16]([CH:21]=[CH:20][CH:19]=1)[NH:15][C:2]1[CH:7]=[C:6]([CH3:8])[N:5]=[C:4]([C:9]2[CH:14]=[CH:13][CH:12]=[CH:11][N:10]=2)[N:3]=1. Procedure: The title compound was prepared from 4-chloro-6-methyl-2-(2-pyridinyl)pyrimidine (50 mg, 0.243 mmol) and 3-aminobenzotrifluoride (30 μl, 0.243 mmol) similar to Example 11 and isolated as a pale white solid (74 mg, 93%). 1H NMR (CDCl3): 8.84–8.82 (m, 1H), 8.49–8.45 (m, 1H), 7.95 (s, 1H), 7.90–7.85 (m, 1H), 7.62 (d, J=7.8 Hz, 1H), 7.52 (t, J=7.8 Hz, 1H), 7.45–7.40 (m, 2H), 6.78 (s, 1H), 2.55 (s, 3H). Starting materials: C1CCCCC1, CC(C)(C)OC(=O)C1C(C=C(Br)Br)C1(C)C, O=C(Cl)Oc1ccccc1, [Li]CCCC, [Na+], C1CCOC1, O=P([O-])(O)O. Yields the product CC(C)(C)OC(=O)C1C(C#CC(=O)Oc2ccccc2)C1(C)C. Reaction SMILES: [CH2:43]1[CH2:44][CH2:45][CH2:46][CH2:47][CH2:48]1.[CH3:1][C:2]1([CH3:16])[CH:3]([C:9](=[O:10])[O:11][C:12]([CH3:13])([CH3:14])[CH3:15])[CH:4]1[CH:5]=[C:6]([Br:7])[Br:8].[Cl:22][C:23](=[O:24])[O:25][c:26]1[cH:27][cH:28][cH:29][cH:30][cH:31]1.[Li:17][CH2:18][CH2:19][CH2:20][CH3:21].[Na+:37].[O:38]1[CH2:39][CH2:40][CH2:41][CH2:42]1.[P:32]([OH:33])([OH:34])([O-:35])=[O:36]>>[CH3:1][C:2]1([CH3:16])[CH:3]([C:9](=[O:10])[O:11][C:12]([CH3:13])([CH3:14])[CH3:15])[CH:4]1[C:5]#[C:6][C:23](=[O:24])[O:25][c:26]1[cH:27][cH:28][cH:29][cH:30][cH:31]1. Reactants: C(C)OC(CC1(CNC(C1)=O)C1=CC=CC=C1)=O ((3-phenyl-5-oxopyrrolidin-3-yl)acetic acid ethyl ester), C(C)(=O)OCC.CCCCCC (ethyl acetate hexane), O1CCCC1 (tetrahydrofuran), [H-].[Al+3].[Li+].[H-].[H-].[H-] (lithium aluminum hydride), O1CCCC1 (tetrahydrofuran), O1CCCC1 (tetrahydrofuran). The solvent is ClCCl (dichloromethane). Reaction conditions: temperature 5 celsius, time 18 hour. Yields the product C1(=CC=CC=C1)C1(CNCC1)CCO (3-phenyl-3-(2-hydroxyethyl)pyrrolidine). RXN SMILES: C([O:3][C:4](=O)[CH2:5][C:6]1([C:12]2[CH:17]=[CH:16][CH:15]=[CH:14][CH:13]=2)[CH2:10][C:9](=O)[NH:8][CH2:7]1)C.O1CCCC1.[H-].[Al+3].[Li+].[H-].[H-].[H-].C(OCC)(=O)C.CCCCCC>ClCCl>[C:12]1([C:6]2([CH2:5][CH2:4][OH:3])[CH2:10][CH2:9][NH:8][CH2:7]2)[CH:13]=[CH:14][CH:15]=[CH:16][CH:17]=1 |f:2.3.4.5.6.7,8.9|. Reported procedure: Combine (3-phenyl-5-oxopyrrolidin-3-yl)acetic acid ethyl ester (301 g, 1.25 mol) and tetrahydrofuran (3.5 L). Cool to about 5° C. Slowly, add portionwise over about 45 minutes a solution of lithium aluminum hydride in tetrahydrofuran (3.9 L, 1M, 3.9 mol). After the addition is complete heat to 60° C. After 18 hours, cool in an ice-bath. Add water/tetrahydrofuran 1/1 (1.95 L) dropwise at such a rate that the temperature of the reaction mixture does not rise above 20° C. Dilute the reaction mixtur... Starting materials: O=CC1=CCCC1, C1CCNC1, CO, COC(=O)c1ccc2c(c1)OCCC2=O. Product: COC(=O)c1ccc2c(c1)OCC(=CC1=CCCC1)C2=O. RXN SMILES: [C:16]1([CH:21]=[O:22])=[CH:17][CH2:18][CH2:19][CH2:20]1.[CH2:23]1[CH2:24][NH:25][CH2:26][CH2:27]1.[CH3:28][OH:29].[O:1]=[C:2]1[CH2:3][CH2:4][O:5][c:6]2[cH:7][c:8]([C:12](=[O:13])[O:14][CH3:15])[cH:9][cH:10][c:11]21>>[O:1]=[C:2]1[C:3](=[CH:21][C:16]2=[CH:17][CH2:18][CH2:19][CH2:20]2)[CH2:4][O:5][c:6]2[cH:7][c:8]([C:12](=[O:13])[O:14][CH3:15])[cH:9][cH:10][c:11]21. Reactants: C(C)(=S)O (thioacetic acid), C(C)(=S)O (thioacetic acid), C(\C=C/C(=O)O)(=O)O (maleic acid), C(\C=C/C(=O)O)(=O)O (maleic acid), C1(\C=C/C(=O)O1)=O (Maleic Anhydride). Yields the product C(C)(=O)O.SC(C(=O)O)CC(=O)O (mercaptosuccinic acid acetate). The yield is 83.0%. RXN SMILES: C(O)(=[S:3])C.[C:5]([OH:12])(=[O:11])/[CH:6]=[CH:7]\[C:8]([OH:10])=[O:9].C1(=O)OC(=O)C=C1>>[C:8]([OH:10])(=[O:9])[CH3:7].[SH:3][CH:7]([CH2:6][C:5]([OH:12])=[O:11])[C:8]([OH:10])=[O:9] |f:3.4|. Reported procedure: Another synthesis for forming thiomalic acid is by the reaction of thioacetic acid and maleic acid as cited in Flett and Garner's, "Maleic Anhydride Derivatives", (J. Wiley, New York 1952) page 225. The example given here uses thioacetic acid plus maleic acid to give mercaptosuccinic acid acetate having the formula ##STR1## and the yield is 83% of that required by theory for the latter but no yield is given for the subsequent alkaline hydrolysis of this acetate to disodium thiomalate and sodium ... Reactants: COc1ccccc1Br, [Li]CCCC, CCCCCCC. Yields the product [Li]c1ccccc1OC. Reaction SMILES: [Br:1][c:2]1[c:3]([O:8][CH3:9])[cH:4][cH:5][cH:6][cH:7]1.[CH3:10][CH2:11][CH2:12][CH2:13][Li:14].[CH3:15][CH2:16][CH2:17][CH2:18][CH2:19][CH2:20][CH3:21]>>[c:2]1([Li:14])[c:3]([O:8][CH3:9])[cH:4][cH:5][cH:6][cH:7]1. Starting materials: C(=O)(C(F)(F)F)O (TFA), NC(CC1=C(CCC2=NC(=NC=C2C)NC2=CC=C(C=C2)C2CCN(CC2)C(=O)OC(C)(C)C)C=CC=C1)=O (tert-butyl 4-(4-((4-(2-(2-amino-2-oxoethyl)phenethyl)-5-methylpyrimidin-2-yl)amino)phenyl)piperidine-1-carboxylate). Run in C(Cl)Cl (DCM). Conditions: time 24 hour. The product is CC=1C(=NC(=NC1)NC1=CC=C(C=C1)C1CCNCC1)CCC1=C(C=CC=C1)CC(=O)N (2-(2-(2-(5-Methyl-2-((4-(piperidin-4-yl)phenyl)amino)pyrimidin-4-yl)ethyl)phenyl)acetamide). The yield is 69.8%. Reaction SMILES: C(O)(C(F)(F)F)=O.[NH2:8][C:9](=[O:46])[CH2:10][C:11]1[CH:45]=[CH:44][CH:43]=[CH:42][C:12]=1[CH2:13][CH2:14][C:15]1[C:20]([CH3:21])=[CH:19][N:18]=[C:17]([NH:22][C:23]2[CH:28]=[CH:27][C:26]([CH:29]3[CH2:34][CH2:33][N:32](C(OC(C)(C)C)=O)[CH2:31][CH2:30]3)=[CH:25][CH:24]=2)[N:16]=1>C(Cl)Cl>[CH3:21][C:20]1[C:15]([CH2:14][CH2:13][C:12]2[CH:42]=[CH:43][CH:44]=[CH:45][C:11]=2[CH2:10][C:9]([NH2:8])=[O:46])=[N:16][C:17]([NH:22][C:23]2[CH:28]=[CH:27][C:26]([CH:29]3[CH2:34][CH2:33][NH:32][CH2:31][CH2:30]3)=[CH:25][CH:24]=2)=[N:18][CH:19]=1. Procedure details: TFA (0.37 mL, 4.8 mmol) was added to a solution of tert-butyl 4-(4-((4-(2-(2-amino-2-oxoethyl)phenethyl)-5-methylpyrimidin-2-yl)amino)phenyl)piperidine-1-carboxylate (A56) (64 mg, 0.12 mmol) in DCM (20 mL) under nitrogen and the resulting mixture stirred for 24 hours at room temperature. The volatiles were removed in vacuo and the residue was taken up in MeOH and loaded onto an SCX cartridge (10 g). The column was eluted with 5 column volumes of MeOH and then 5 column volumes of 5% v/v aqueous a...